This data is from the Open Reaction Database (ORD), a public repository of structured organic reaction records. The task is: describe an organic reaction: reactants, conditions, products, and yield The reactants are ClCc1cscn1, Cc1cc(Nc2ncnc3cccc(OC(C)CN(C)C(=O)CO)c23)ccc1O. Product: Cc1cc(Nc2ncnc3cccc(OC(C)CN(C)C(=O)CO)c23)ccc1OCc1cscn1. Reaction SMILES: [Cl:1][CH2:2][c:3]1[n:4][cH:5][s:6][cH:7]1.[OH:8][CH2:9][C:10](=[O:11])[N:12]([CH3:13])[CH2:14][CH:15]([CH3:16])[O:17][c:18]1[c:19]2[c:20]([NH:28][c:29]3[cH:30][c:31]([CH3:36])[c:32]([OH:35])[cH:33][cH:34]3)[n:21][cH:22][n:23][c:24]2[cH:25][cH:26][cH:27]1>>[CH2:2]([c:3]1[n:4][cH:5][s:6][cH:7]1)[O:35][c:32]1[c:31]([CH3:36])[cH:30][c:29]([NH:28][c:20]2[c:19]3[c:18]([O:17][CH:15]([CH2:14][N:12]([C:10]([CH2:9][OH:8])=[O:11])[CH3:13])[CH3:16])[cH:27][cH:26][cH:25][c:24]3[n:23][cH:22][n:21]2)[cH:34][cH:33]1. Starting materials: C(C)SC(=S)SCCC(=O)N1[C@H](C(=O)O)CCC1 (1-[3-[[(ethylthio)thiocarbonyl]thio]propanoyl]-L-proline), [N+](=[N-])=C (diazomethane). The reagents and catalysts are C(C)(=O)O (acetic acid). The solvent is C(C)(=O)OCC (ethyl acetate). Product: COC([C@H]1N(CCC1)C(CCSC(=S)SCC)=O)=O (1-[3-[[(ethylthio)thiocarbonyl]thio]propanoyl]-L-proline methyl ester). As a reaction SMILES: [CH2:1]([S:3][C:4]([S:6][CH2:7][CH2:8][C:9]([N:11]1[CH2:18][CH2:17][CH2:16][C@H:12]1[C:13]([OH:15])=[O:14])=[O:10])=[S:5])[CH3:2].[N+](=[CH2:21])=[N-]>C(OCC)(=O)C.C(O)(=O)C>[CH3:21][O:14][C:13](=[O:15])[C@@H:12]1[CH2:16][CH2:17][CH2:18][N:11]1[C:9](=[O:10])[CH2:8][CH2:7][S:6][C:4]([S:3][CH2:1][CH3:2])=[S:5]. Procedure: A solution of 1-[3-[[(ethylthio)thiocarbonyl]thio]propanoyl]-L-proline in ethyl acetate is treated with an ethereal solution of diazomethane until persistent yellow color. After discharging the yellow color with a few drops of acetic acid, the solvents are removed in vacuo to yield 1-[3-[[(ethylthio)thiocarbonyl]thio]propanoyl]-L-proline methyl ester. Starting materials: C1CCOC1, CNC, O=C(OCc1ccccc1)N1CCC(S(=O)(=O)Cl)CC1. The product is CN(C)S(=O)(=O)C1CCN(C(=O)OCc2ccccc2)CC1. RXN SMILES: [CH2:24]1[O:25][CH2:26][CH2:27][CH2:28]1.[CH3:21][NH:22][CH3:23].[Cl:1][S:2](=[O:3])(=[O:4])[CH:5]1[CH2:6][CH2:7][N:8]([C:11](=[O:12])[O:13][CH2:14][c:15]2[cH:16][cH:17][cH:18][cH:19][cH:20]2)[CH2:9][CH2:10]1>>[S:2](=[O:3])(=[O:4])([CH:5]1[CH2:6][CH2:7][N:8]([C:11](=[O:12])[O:13][CH2:14][c:15]2[cH:16][cH:17][cH:18][cH:19][cH:20]2)[CH2:9][CH2:10]1)[N:22]([CH3:21])[CH3:23]. The reactants are C1(=CC=CC=C1)N1CNC(C12CCN(CC2)CCCC(C2=CC=C(C=C2)F)=O)=O (4-phenyl-8-[3-(4-fluorobenzoyl)propyl]-1-oxo-2,4,8-triazaspiro[4,5]decane), C=1C=CC(=CC1)N2CCN(CC2)CCCN3C(=O)C=4C=CC=CC4NC3=O (pelanserin), FC1=CC=C(C(=O)C2CCN(CC2)CCN2C(NC3=CC=CC=C3C2=O)=O)C=C1 (3-[2-[4-(4-fluorobenzoyl)-1-piperidinyl]-ethyl]-2,4-[1H, 3H]-quinazolinedione), CC1=C(C(=O)N2C=CSC2=N1)CCN3CCC(=C(C=4C=CC(=CC4)F)C=5C=CC(=CC5)F)CC3 (ritanserin). Product: FC1=CC=C(C=C1)C(CCCN1CCC(CC1)(C(N)=O)N1CCCCC1)=O (1-(4-fluorophenyl)-4-(4-piperidino-4-carbamoylpiperidino)-1-butanone). Reaction SMILES: [C:1]1([N:7]2[C:11]3([CH2:16][CH2:15][N:14]([CH2:17][CH2:18][CH2:19][C:20](=[O:28])[C:21]4[CH:26]=[CH:25][C:24]([F:27])=[CH:23][CH:22]=4)[CH2:13][CH2:12]3)[C:10](=[O:29])[NH:9]C2)C=[CH:5][CH:4]=[CH:3][CH:2]=1.FC1C=CC(C(C2CCN(CCN3C(=O)C4C(=CC=CC=4)NC3=O)CC2)=O)=CC=1.CC1N=C2N(C=CS2)C(=O)C=1CCN1CCC(=C(C2C=CC(F)=CC=2)C2C=CC(F)=CC=2)CC1.C1C=CC(N2CCN(CCCN3C(=O)NC4C=CC=CC=4C3=O)CC2)=CC=1>>[F:27][C:24]1[CH:25]=[CH:26][C:21]([C:20](=[O:28])[CH2:19][CH2:18][CH2:17][N:14]2[CH2:15][CH2:16][C:11]([N:7]3[CH2:1][CH2:2][CH2:3][CH2:4][CH2:5]3)([C:10](=[O:29])[NH2:9])[CH2:12][CH2:13]2)=[CH:22][CH:23]=1. Procedure details: 4-phenyl-8-[3-(4-fluorobenzoyl)propyl]-1-oxo-2,4,8-triazaspiro[4,5]decane (INN:spiperone), 3-[2-[4-(4-fluorobenzoyl)-1-piperidinyl]-ethyl]-2,4-[1H, 3H]-quinazolinedione (INN: ketanserin), pirenperin (INN), ritanserin (INN) and pelanserin (INN).